Dataset: the Open Reaction Database (ORD), a public repository of structured organic reaction records. Task: describe an organic reaction: reactants, conditions, products, and yield Reactants: CN(CCC1=CNC2=CC=C(C=C12)CCC(=O)OC)C (Methyl 3-[2-(Dimethylamino)ethyl]-1H-indole-5-propanoate), O.[OH-].[Li+] (lithium hydroxide hydrate). Run in CO (methanol). Yields the product CN(CCC1=CNC2=CC=C(C=C12)CCC(=O)O)C (3-[2-(Dimethylamino)ethyl]-1H-indole-5-propanoic acid). Reaction SMILES: [CH3:1][N:2]([CH3:20])[CH2:3][CH2:4][C:5]1[C:13]2[C:8](=[CH:9][CH:10]=[C:11]([CH2:14][CH2:15][C:16]([O:18]C)=[O:17])[CH:12]=2)[NH:7][CH:6]=1.O.[OH-].[Li+]>CO>[CH3:20][N:2]([CH3:1])[CH2:3][CH2:4][C:5]1[C:13]2[C:8](=[CH:9][CH:10]=[C:11]([CH2:14][CH2:15][C:16]([OH:18])=[O:17])[CH:12]=2)[NH:7][CH:6]=1 |f:1.2.3|. Procedure details: A mixture of Methyl 3-[2-(Dimethylamino)ethyl]-1H-indole-5-propanoate (4.6 g) and lithium hydroxide hydrate (0.7 g) in aqueous methanol (1:1) (80 ml) was stirred under reflux for 4.5 h. The solvent was removed by evaporation to leave a foam which was purified by flash chromatography (E). Evaporation of the appropriate fractions gave a solid which was triturated with ether to present the title compound as a powder (2.92 g) m.p. 195°-200°. Starting materials: ClC=1C=C(C=CC1O)C(C)=O (3'-chloro-4'-hydroxyacetophenone), [N+](=O)([O-])[O-].[K+] (potassium nitrate), ice. Solvent: S(O)(O)(=O)=O (sulfuric acid). Conditions: time 52.5 minute. Yields the product ClC=1C=C(C=C(C1O)[N+](=O)[O-])C(C)=O (3'-chloro-4'-hydroxy-5'-nitroacetophenone). RXN SMILES: [Cl:1][C:2]1[CH:3]=[C:4]([C:9](=[O:11])[CH3:10])[CH:5]=[CH:6][C:7]=1[OH:8].[N+:12]([O-])([O-:14])=[O:13].[K+]>S(=O)(=O)(O)O>[Cl:1][C:2]1[CH:3]=[C:4]([C:9](=[O:11])[CH3:10])[CH:5]=[C:6]([N+:12]([O-:14])=[O:13])[C:7]=1[OH:8] |f:1.2|. Procedure details: A 500-milliliter flask was charged with 300 milliliters of concentrated sulfuric acid, chilled to 5° to 10° C. and at this temperature 17.1 grams of 3'-chloro-4'-hydroxyacetophenone was slowly added. To the stirred clear solution 20 grams of potassium nitrate was slowly added during a period of about 30-40 minutes while the temperature was maintained between 5° and 10° C. After stirring for an additional 45-60 minutes, the solution was stirred into 1,000 grams of ice. The resulting pale yellow s... Reactants: CCCCCC, CNc1cc(F)ccc1C(=O)CS(C)=O, [Na+], O, O=S([O-])O. Product: CNc1cc(F)ccc1C(=O)CSC. Reaction SMILES: [CH3:22][CH2:23][CH2:24][CH2:25][CH2:26][CH3:27].[F:1][c:2]1[cH:3][c:4]([NH:14][CH3:15])[c:5]([C:8]([CH2:9][S:10](=[O:11])[CH3:12])=[O:13])[cH:6][cH:7]1.[Na+:20].[OH2:21].[S:16]([O-:17])([OH:18])=[O:19]>>[F:1][c:2]1[cH:3][c:4]([NH:14][CH3:15])[c:5]([C:8]([CH2:9][S:10][CH3:12])=[O:13])[cH:6][cH:7]1. Reactants: N[C@H]1[C@@H]2N(C(=C(CS2)COC(CC(C)=O)=O)C(=O)O)C1=O (7β-amino-3-(3-oxobutyryloxymethyl)-3-cephem-4-carboxylic acid), C(C)(=O)OC(C)=O (acetic anhydride). The solvent is C(=O)O (formic acid). Reaction conditions: time 1 hour. Yields the product C(=O)N[C@H]1[C@@H]2N(C(=C(CS2)COC(CC(C)=O)=O)C(=O)O)C1=O (7β-Formamido-3-(3-oxobutyryloxymethyl)-3-cephem-4-carboxylic acid). RXN SMILES: [NH2:1][C@@H:2]1[C:20](=[O:21])[N:4]2[C:5]([C:17]([OH:19])=[O:18])=[C:6]([CH2:9][O:10][C:11](=[O:16])[CH2:12][C:13](=[O:15])[CH3:14])[CH2:7][S:8][C@H:3]12.[C:22](OC(=O)C)(=[O:24])C>C(O)=O>[CH:22]([NH:1][C@@H:2]1[C:20](=[O:21])[N:4]2[C:5]([C:17]([OH:19])=[O:18])=[C:6]([CH2:9][O:10][C:11](=[O:16])[CH2:12][C:13](=[O:15])[CH3:14])[CH2:7][S:8][C@H:3]12)=[O:24]. Reported procedure: In 60 ml of formic acid is dissolved 3.2 g of 7β-amino-3-(3-oxobutyryloxymethyl)-3-cephem-4-carboxylic acid and the solution is cooled to 0°-5° C. With stirring, 20 ml of acetic anhydride is added dropwise to the solution during 30 minutes. The mixture is stirred at the same temperature for 30 minutes and then at room temperature for 1 hour. The solvent is evaporated off under reduced pressure and the residue is dissolved in methyl ethyl ketone. The solution is washed with water and saturated aq... Reactants: C(CC(O)(C(=O)OCC)CC(=O)OCC)(=O)OCC (triethyl citrate), [OH-].[Na+] (sodium hydroxide). Run in C(C)O (ethanol), O (water). Reaction conditions: time 4.5 hour. Product: OC(CC(=O)O)(CC(=O)OCC)C(=O)OCC (3-Hydroxy-3,4-bis(ethoxycarbonyl)butanoic acid). Isolated yield 28.6%. As a reaction SMILES: [C:1]([O:17][CH2:18][CH3:19])(=[O:16])[CH2:2][C:3]([CH2:10][C:11]([O:13]CC)=[O:12])([C:5]([O:7][CH2:8][CH3:9])=[O:6])[OH:4].[OH-].[Na+]>C(O)C.O>[OH:4][C:3]([C:5]([O:7][CH2:8][CH3:9])=[O:6])([CH2:2][C:1]([O:17][CH2:18][CH3:19])=[O:16])[CH2:10][C:11]([OH:13])=[O:12] |f:1.2|. Procedure details: A solution of triethyl citrate (34.1 g, 123 mmol) in ethanol and water (30 ml) is treated with sodium hydroxide (3.70 g, 92.6 mmol) and stirred at room temperature under argon for 4.5 hours. The reaction mixture is concentrated on a rotary evaporator then diluted with water (50 ml). The pH is adjusted to ca. 1 using 2N HCl. The aqueous solution is then extracted with a large excess of chloroform (4×150 ml). The combined organic layers are dried (MgSO4), filtered and concentrated to give crude oi... Starting materials: [Br-], Ic1cn(C(c2ccccc2)(c2ccccc2)c2ccccc2)cn1, CC[Mg+], Cc1cc(C=O)c(C)s1, CCOCC, ClCCl. Product: Cc1cc(C(O)c2cn(C(c3ccccc3)(c3ccccc3)c3ccccc3)cn2)c(C)s1. Reaction SMILES: [Br-:26].[C:1]([c:2]1[cH:3][cH:4][cH:5][cH:6][cH:7]1)([c:8]1[cH:9][cH:10][cH:11][cH:12][cH:13]1)([c:14]1[cH:15][cH:16][cH:17][cH:18][cH:19]1)[n:20]1[cH:21][n:22][c:23]([I:25])[cH:24]1.[CH2:27]([Mg+:28])[CH3:29].[CH3:30][c:31]1[s:32][c:33]([CH3:38])[cH:34][c:35]1[CH:36]=[O:37].[CH3:39][CH2:40][O:41][CH2:42][CH3:43].[Cl:44][CH2:45][Cl:46]>>[C:1]([c:2]1[cH:3][cH:4][cH:5][cH:6][cH:7]1)([c:8]1[cH:9][cH:10][cH:11][cH:12][cH:13]1)([c:14]1[cH:15][cH:16][cH:17][cH:18][cH:19]1)[n:20]1[cH:21][n:22][c:23]([CH:36]([c:35]2[c:31]([CH3:30])[s:32][c:33]([CH3:38])[cH:34]2)[OH:37])[cH:24]1. The reactants are Cl (HCl), FC1=NC=C(C(=C1)I)C(C)OCOC (2-fluoro-4-iodo-5-(1-methoxymethoxy-ethyl)-pyridine), C(Cl)(Cl)Cl (chloroform). The solvent is C([O-])([O-])=O.[Na+].[Na+] (sodium carbonate), CO (methanol). Conditions: time 8 hour. The product is FC1=CC(=C(C=N1)C(C)O)I (1-(6-Fluoro-4-iodo-pyridin-3-yl)-ethanol). Yield: 87.8%. RXN SMILES: Cl.[F:2][C:3]1[CH:8]=[C:7]([I:9])[C:6]([CH:10]([O:12]COC)[CH3:11])=[CH:5][N:4]=1.C(Cl)(Cl)Cl>CO.C(=O)([O-])[O-].[Na+].[Na+]>[F:2][C:3]1[N:4]=[CH:5][C:6]([CH:10]([OH:12])[CH3:11])=[C:7]([I:9])[CH:8]=1 |f:4.5.6|. Procedure details: Add 1 N HCl (5 mL) to a solution of 2-fluoro-4-iodo-5-(1-methoxymethoxy-ethyl)-pyridine (1 g, 3.2 mmol) in methanol (10 mL). Stir the mixture overnight. Dilute the reaction mixture with 2 N sodium carbonate. Abstract the product into chloroform. Dry the organic phase over sodium sulfate. Concentrate the solution in vacuo to a give the crude. Purify the crude by column chromatography (10% methanol in dichloromethane) to afford the product as a white solid (0.75 g, 87%). MS (ES) m/z 268 [M+1]+. Reactants: CC(=O)OCC(=O)C1C(C)CC2C3CC(Cl)C4=CC(=O)CCC4(C)C3C(O)CC21C, CC(O)(O)O, CC(=O)[O-], CCO, COCCOC, ClCCl, [Na+], O, Cc1ccc(S(=O)(=O)O)cc1. Yields the product CC(=O)OCC(=O)C1C(C)CC2C3C=C(Cl)C4=CC(=O)CCC4(C)C3C(O)CC21C. Reaction SMILES: [C:1]([CH3:2])(=[O:3])[O:4][CH2:5][C:6]([CH:7]1[CH:8]([CH3:29])[CH2:9][CH:10]2[CH:11]3[CH2:12][CH:13]([Cl:28])[C:14]4=[CH:15][C:16](=[O:27])[CH2:17][CH2:18][C:19]4([CH3:20])[CH:21]3[CH:22]([OH:26])[CH2:23][C:24]12[CH3:25])=[O:30].[C:42]([OH:43])([OH:44])([OH:45])[CH3:46].[CH3:48][C:49](=[O:50])[O-:51].[CH3:56][CH2:57][OH:58].[CH3:59][O:60][CH2:61][CH2:62][O:63][CH3:64].[Cl:53][CH2:54][Cl:55].[Na+:47].[OH2:52].[c:31]1([CH3:32])[cH:33][cH:34][c:35]([S:36]([OH:37])(=[O:38])=[O:39])[cH:40][cH:41]1>>[C:1]([CH3:2])(=[O:3])[O:4][CH2:5][C:6]([CH:7]1[CH:8]([CH3:29])[CH2:9][CH:10]2[CH:11]3[CH:12]=[C:13]([Cl:28])[C:14]4=[CH:15][C:16](=[O:27])[CH2:17][CH2:18][C:19]4([CH3:20])[CH:21]3[CH:22]([OH:26])[CH2:23][C:24]12[CH3:25])=[O:30].